From a dataset of the Open Reaction Database (ORD), a public repository of structured organic reaction records. describe an organic reaction: reactants, conditions, products, and yield Starting materials: NC=1C=CC=C2C=CC(=CC12)OC=1C=CC2=C(N(C(=N2)COC2=CC=C(CC3C(NC(S3)=O)=O)C=C2)C)C1 (5-[4-[6-(8-aminonaphthalen-2-yloxy)-1-methyl-1H-benzimidazol-2-ylmethoxy]benzyl]thiazolidine-2,4-dione), C12(CC3CC(CC(C1)C3)C2)N=C=O (1-adamantyl isocyanate). The solvent is CN(C=O)C (N,N-dimethylformamide). Run at time 5 day. Yields the product C12(CC3CC(CC(C1)C3)C2)NC(=O)NC2=CC=CC3=CC=C(C=C23)OC=2C=CC3=C(N(C(=N3)COC3=CC=C(C=C3)CC3C(NC(S3)=O)=O)C)C2 (1-(Adamant-1-yl)-3-(7-[2-[4-(2,4-dioxothiazolidin-5-ylmethyl)phenoxymethyl]-1-methyl-1H-benzimidazol-6-yloxy]naphthalen-1-yl)urea). Yield: 67.3%. As a reaction SMILES: [NH2:1][C:2]1[CH:3]=[CH:4][CH:5]=[C:6]2[C:11]=1[CH:10]=[C:9]([O:12][C:13]1[CH:14]=[CH:15][C:16]3[N:20]=[C:19]([CH2:21][O:22][C:23]4[CH:36]=[CH:35][C:26]([CH2:27][CH:28]5[S:32][C:31](=[O:33])[NH:30][C:29]5=[O:34])=[CH:25][CH:24]=4)[N:18]([CH3:37])[C:17]=3[CH:38]=1)[CH:8]=[CH:7]2.[C:39]12([N:49]=[C:50]=[O:51])[CH2:48][CH:43]3[CH2:44][CH:45]([CH2:47][CH:41]([CH2:42]3)[CH2:40]1)[CH2:46]2>CN(C)C=O>[C:39]12([NH:49][C:50]([NH:1][C:2]3[C:11]4[C:6](=[CH:7][CH:8]=[C:9]([O:12][C:13]5[CH:14]=[CH:15][C:16]6[N:20]=[C:19]([CH2:21][O:22][C:23]7[CH:24]=[CH:25][C:26]([CH2:27][CH:28]8[S:32][C:31](=[O:33])[NH:30][C:29]8=[O:34])=[CH:35][CH:36]=7)[N:18]([CH3:37])[C:17]=6[CH:38]=5)[CH:10]=4)[CH:5]=[CH:4][CH:3]=3)=[O:51])[CH2:48][CH:43]3[CH2:44][CH:45]([CH2:47][CH:41]([CH2:42]3)[CH2:40]1)[CH2:46]2. Procedure details: To a solution of 5-[4-[6-(8-aminonaphthalen-2-yloxy)-1-methyl-1H-benzimidazol-2-ylmethoxy]benzyl]thiazolidine-2,4-dione (0.5 g) in anhydrous N,N-dimethylformamide (10 ml) was added 1-adamantyl isocyanate (0.18 g) and the mixture was stirred at room temperature for 5 days. The reaction mixture was concentrated. The residue was purified by preparative reverse phase high performance liquid chromatography using acetonitrile:water=50:50→60:40→70:30 as the eluant to afford the title compound (0.45 g, ... Reactants: BrC=1C=C(C(=NC1)C#N)[N+](=O)[O-] (5-bromo-3-nitropicolinonitrile), C1(=CC=CC=C1)B(O)O (phenylboronic acid), O1CCOCC1 (1,4-dioxane), C(=O)([O-])[O-].[Na+].[Na+] (Na2CO3). Reagents/catalysts: C1=CC=C(C=C1)P([C-]2C=CC=C2)C3=CC=CC=C3.C1=CC=C(C=C1)P([C-]2C=CC=C2)C3=CC=CC=C3.Cl[Pd]Cl.[Fe+2].C(Cl)Cl (Pd(dppf)Cl2 DCM). Run in C(C)(=O)OCC (ethyl acetate). Conditions: temperature 100 celsius, time 3 hour. Product: [N+](=O)([O-])C=1C(=NC=C(C1)C1=CC=CC=C1)C#N (3-nitro-5-phenylpicolinonitrile). Reaction SMILES: Br[C:2]1[CH:3]=[C:4]([N+:10]([O-:12])=[O:11])[C:5]([C:8]#[N:9])=[N:6][CH:7]=1.[C:13]1(B(O)O)[CH:18]=[CH:17][CH:16]=[CH:15][CH:14]=1.O1CCOCC1.C([O-])([O-])=O.[Na+].[Na+]>C(OCC)(=O)C.C1C=CC(P(C2C=CC=CC=2)[C-]2C=CC=C2)=CC=1.C1C=CC(P(C2C=CC=CC=2)[C-]2C=CC=C2)=CC=1.Cl[Pd]Cl.[Fe+2].C(Cl)Cl>[N+:10]([C:4]1[C:5]([C:8]#[N:9])=[N:6][CH:7]=[C:2]([C:13]2[CH:18]=[CH:17][CH:16]=[CH:15][CH:14]=2)[CH:3]=1)([O-:12])=[O:11] |f:3.4.5,7.8.9.10.11|. Reported procedure: 5-bromo-3-nitropicolinonitrile (1 eq) and phenylboronic acid (1.5 eq) was mixed with 15 mL of 1,4-dioxane and 5 mL of 2 M Na2CO3 aqueous solution in a glass pressure tube. The reaction mixture was degassed by anhydrous N2 stream for 5 min followed by the addition of Pd(dppf)Cl2-DCM (0.1 eq). The reaction mixture was stirred at 100° C. for 3 hours. Then the mixture was diluted with 100 mL of ethyl acetate and washed with water, brine, then dried over MgSO4, filtered, and evaporated under reduced ... The reactants are [Al+3].[Cl-].[Cl-].[Cl-] (AlCl3), C(C1=CC=CC=C1)(=O)Cl (benzoyl chloride), C1(=CC=CC=C1)C(C(=O)O)CCCCCCCCCCCCCCCC (phenylstearic acid). Solvent: C(Cl)(Cl)(Cl)Cl (carbon tetrachloride). Conditions: time 8 hour. The product is C(C1=CC=CC=C1)(=O)C(C(=O)O)(CCCCCCCCCCCCCCCC)C1=CC=CC=C1 (benzoylphenylstearic acid). The yield is 40.4%. As a reaction SMILES: [Al+3].[Cl-].[Cl-].[Cl-].[C:5](Cl)(=[O:12])[C:6]1[CH:11]=[CH:10][CH:9]=[CH:8][CH:7]=1.[C:14]1([CH:20]([CH2:24][CH2:25][CH2:26][CH2:27][CH2:28][CH2:29][CH2:30][CH2:31][CH2:32][CH2:33][CH2:34][CH2:35][CH2:36][CH2:37][CH2:38][CH3:39])[C:21]([OH:23])=[O:22])[CH:19]=[CH:18][CH:17]=[CH:16][CH:15]=1>C(Cl)(Cl)(Cl)Cl>[C:5]([C:20]([C:14]1[CH:15]=[CH:16][CH:17]=[CH:18][CH:19]=1)([CH2:24][CH2:25][CH2:26][CH2:27][CH2:28][CH2:29][CH2:30][CH2:31][CH2:32][CH2:33][CH2:34][CH2:35][CH2:36][CH2:37][CH2:38][CH3:39])[C:21]([OH:23])=[O:22])(=[O:12])[C:6]1[CH:11]=[CH:10][CH:9]=[CH:8][CH:7]=1 |f:0.1.2.3|. Procedure details: To a one-liter glass reactor equipped with a mechanical stirrer, condenser, thermometer and addition funnel was charged 300 mls freshly distilled carbon tetrachloride. The flask and its contents were cooled to 0°-5° C. and 40 grams (0.30 mole) AlCl3 added slowly. This was followed by the dropwise addition of 42 grams (0.30 mole) benzoyl chloride and then 26.9 grams (0.075 mole) phenylstearic acid. The mixture was maintained at 0°-5° C. for one hour with agitation and then allowed to warm to room... The reactants are COC(=O)C1=C(N(C(C=C1)=O)CC1=CC=CC=C1)CBr (1-benzyl-2-bromomethyl-6-oxo-1,6-dihydro-pyridine-3-carboxylic acid methyl ester), COC(CNS(=O)(=O)C1=CC=C(C=C1)C)=O ((toluene-4-sulfonylamino)-acetic acid methyl ester), [I-].[Na+] (sodium iodide), C([O-])([O-])=O.[K+].[K+] (potassium carbonate). Run in CN(C)C=O (DMF), [Cl-].[Na+].O (Brine), CCOC(=O)C (EtOAc). Reaction conditions: time 16 hour. Yields the product COC(=O)C1=C(N(C(C=C1)=O)CC1=CC=CC=C1)CN(S(=O)(=O)C1=CC=C(C=C1)C)CC(=O)OC (1-Benzyl-2-{[methoxycarbonylmethyl-(toluene-4-sulfonyl)-amino]-methyl}-6-oxo-1,6-dihydro-pyridine-3-carboxylic acid methyl ester). Isolated yield 54.8%. RXN SMILES: [CH3:1][O:2][C:3]([C:5]1[CH:10]=[CH:9][C:8](=[O:11])[N:7]([CH2:12][C:13]2[CH:18]=[CH:17][CH:16]=[CH:15][CH:14]=2)[C:6]=1[CH2:19]Br)=[O:4].[CH3:21][O:22][C:23](=[O:36])[CH2:24][NH:25][S:26]([C:29]1[CH:34]=[CH:33][C:32]([CH3:35])=[CH:31][CH:30]=1)(=[O:28])=[O:27].[I-].[Na+].C(=O)([O-])[O-].[K+].[K+]>CN(C=O)C.[Cl-].[Na+].O.CCOC(C)=O>[CH3:1][O:2][C:3]([C:5]1[CH:10]=[CH:9][C:8](=[O:11])[N:7]([CH2:12][C:13]2[CH:18]=[CH:17][CH:16]=[CH:15][CH:14]=2)[C:6]=1[CH2:19][N:25]([CH2:24][C:23]([O:22][CH3:21])=[O:36])[S:26]([C:29]1[CH:30]=[CH:31][C:32]([CH3:35])=[CH:33][CH:34]=1)(=[O:28])=[O:27])=[O:4] |f:2.3,4.5.6,8.9.10|. Procedure: A mixture of 1-benzyl-2-bromomethyl-6-oxo-1,6-dihydro-pyridine-3-carboxylic acid methyl ester (2.4 g, 7.14 mmol), (toluene-4-sulfonylamino)-acetic acid methyl ester (1.74 g, 7.14 mmol), sodium iodide (2.14 g, 14.3 mmol) and potassium carbonate (1.97 g, 14.3 mmol) in DMF (45 mL) was stirred at r.t. for 16 h. Brine (100 mL) and EtOAc (100 mL) were added and the aqueous layer was extracted several times with EtOAc. The organic layers were combined, washed with water, and dried over MgSO4. After the... Starting materials: C(CC(O)(C(=O)O)CC(=O)O)(=O)O (citric acid), C(C)(C)(C)OC(=O)N(CC(=O)OCC)CCCN1C(SC=C1C1=CC=C(C=C1)F)=NC1=C(C=C(C=C1)Cl)OC (Ethyl N-(tert-butoxycarbonyl)-N-{3-[2-[(4-chloro-2-methoxyphenyl)imino]-4-(4-fluorophenyl)thiazol-3(2H)-yl]propyl}glycinate), BrCC(=O)OCC (ethyl bromoacetate), [H-].[Na+] (sodium hydride). The solvent is O1CCCC1 (tetrahydrofuran). Reaction conditions: time 30 minute. The product is C(C)(C)(C)OC(=O)N(CCOCC(=O)OCC)CCCN1C(SC=C1C1=CC=C(C=C1)F)=NC1=C(C=C(C=C1)Cl)OC (Ethyl [2-((tert-butoxycarbonyl){3-[2-[(4-chloro-2-methoxyphenyl)imino]-4-(4-fluorophenyl)thiazol-3(2H)-yl]propyl}amino)ethoxy]acetate). Reaction SMILES: [C:1]([O:5][C:6]([N:8]([CH2:15][CH2:16][CH2:17][N:18]1[C:22]([C:23]2[CH:28]=[CH:27][C:26]([F:29])=[CH:25][CH:24]=2)=[CH:21][S:20][C:19]1=[N:30][C:31]1[CH:36]=[CH:35][C:34]([Cl:37])=[CH:33][C:32]=1[O:38][CH3:39])[CH2:9][C:10](OCC)=[O:11])=[O:7])([CH3:4])([CH3:3])[CH3:2].[H-].[Na+].Br[CH2:43][C:44]([O:46][CH2:47][CH3:48])=[O:45].C(O)(=O)CC(CC(O)=O)(C(O)=O)O>O1CCCC1>[C:1]([O:5][C:6]([N:8]([CH2:15][CH2:16][CH2:17][N:18]1[C:22]([C:23]2[CH:24]=[CH:25][C:26]([F:29])=[CH:27][CH:28]=2)=[CH:21][S:20][C:19]1=[N:30][C:31]1[CH:36]=[CH:35][C:34]([Cl:37])=[CH:33][C:32]=1[O:38][CH3:39])[CH2:9][CH2:10][O:11][CH2:43][C:44]([O:46][CH2:47][CH3:48])=[O:45])=[O:7])([CH3:3])([CH3:4])[CH3:2] |f:1.2|. Procedure: The compound (1.1 g) obtained in Example 321 (2) was dissolved in tetrahydrofuran (20 ml), and thereto was added portionwise sodium hydride (410 mg, 60% dispersion in oil) in several portions under nitrogen atmosphere in an ice bath, and the mixture was stirred for 30 minutes. To the reaction mixture was added ethyl bromoacetate (0.45 ml), and the mixture was warmed to room temperature, and then stirred for 6 hours. The reaction mixture was poured into a 5% aqueous citric acid solution under ice...